This data is from the Open Reaction Database (ORD), a public repository of structured organic reaction records. The task is: describe an organic reaction: reactants, conditions, products, and yield The reactants are Cl.CNC([C@@H](N)C)=O ((S)-N-methyl-alaninamide hydrochloride), C(#N)[BH3-].[Na+] (sodium cyanoborohydride), C(C1=CC=CC=C1)C1COC2=C1C=C(C=C2)C=O (3-benzyl-2,3-dihydro-1-benzofuran-5-carbaldehyde). Solvent: CO (methanol), CO (methanol). Conditions: time 12 hour. Yields the product C(C1=CC=CC=C1)C1COC2=C1C=C(C=C2)CNC(C(=O)NC)C (2-[(3-Benzyl-2,3-dihydro-benzofuran-5-ylmethyl)-amino]-N-methyl-propanamide). Isolated yield 49.7%. Reaction SMILES: Cl.[CH3:2][NH:3][C:4](=[O:8])[C@H:5]([CH3:7])[NH2:6].C([BH3-])#N.[Na+].[CH2:13]([CH:20]1[C:24]2[CH:25]=[C:26]([CH:29]=O)[CH:27]=[CH:28][C:23]=2[O:22][CH2:21]1)[C:14]1[CH:19]=[CH:18][CH:17]=[CH:16][CH:15]=1>CO>[CH2:13]([CH:20]1[C:24]2[CH:25]=[C:26]([CH2:29][NH:6][CH:5]([CH3:7])[C:4]([NH:3][CH3:2])=[O:8])[CH:27]=[CH:28][C:23]=2[O:22][CH2:21]1)[C:14]1[CH:15]=[CH:16][CH:17]=[CH:18][CH:19]=1 |f:0.1,2.3|. Procedure details: To a solution of (S)-N-methyl-alaninamide hydrochloride (0.50 g, 3.6 mmol) in methanol (10 ml), in the presence of molecular sieves (1.00 g), sodium cyanoborohydride (0.44 g, 6.9 mmol) and a solution of 3-benzyl-2,3-dihydro-1-benzofuran-5-carbaldehyde (0.75 g, 3.6 mmol) in methanol (10 ml) were added at room temperature. The reaction mixture was kept under stirring and an argon atmosphere for 12 h. Then, the solvent was evaporated under vacuum and the residue was purified by flash chromatography... Reactants: [BH4-], CC(C)(C)O, C1CCOC1, CCOC(=O)c1cnc(Cn2c(C)cc(OCc3ccc(F)cc3F)c(Cl)c2=O)cn1, [Na+]. The product is Cc1cc(OCc2ccc(F)cc2F)c(Cl)c(=O)n1Cc1cnc(CO)cn1. As a reaction SMILES: [BH4-:32].[C:39]([OH:40])([CH3:41])([CH3:42])[CH3:43].[CH2:34]1[O:35][CH2:36][CH2:37][CH2:38]1.[Cl:1][c:2]1[c:3](=[O:31])[n:4]([CH2:19][c:20]2[n:21][cH:22][c:23]([C:26](=[O:27])[O:28][CH2:29][CH3:30])[n:24][cH:25]2)[c:5]([CH3:18])[cH:6][c:7]1[O:8][CH2:9][c:10]1[c:11]([F:17])[cH:12][c:13]([F:16])[cH:14][cH:15]1.[Na+:33]>>[Cl:1][c:2]1[c:3](=[O:31])[n:4]([CH2:19][c:20]2[n:21][cH:22][c:23]([CH2:26][OH:27])[n:24][cH:25]2)[c:5]([CH3:18])[cH:6][c:7]1[O:8][CH2:9][c:10]1[c:11]([F:17])[cH:12][c:13]([F:16])[cH:14][cH:15]1. Reactants: O (water), COC=1C(=CC2=C(CCOC2CN2CCN(CC2)CC2=CC=CC=C2)C1)OC (1-[(3,4-dihydro-6,7-dimethoxy-1H-2-benzopyran-1-yl)methyl]-4-(phenylmethyl)piperazine), FC1=CC=C(C=C1)C(CCCCl)C1=CC=C(C=C1)F (1,1-bis(4-fluorophenyl)-4-chlorobutane), C([O-])([O-])=O.[K+].[K+] (potassium carbonate). Solvent: CN(C=O)C (dimethylformamide). Reaction conditions: temperature 90 celsius. Yields the product C(\C=C/C(=O)O)(=O)O.FC1=CC=C(C=C1)C(CCCN1CCN(CC1)CC1OCCC2=C1C=C(C(=C2)OC)OC)C2=CC=C(C=C2)F (1-[4,4-bis(-4-fluorophenyl)butyl]-4-[(3,4-dihydro-6,7-dimethoxy-1H-2-benzopyran-1-yl)methyl]piperazine (Z)-2-butenedioate). The yield is 36.5%. As a reaction SMILES: [CH3:1][O:2][C:3]1[C:4]([O:27][CH3:28])=[CH:5][C:6]2[CH:11]([CH2:12][N:13]3[CH2:18][CH2:17][N:16](CC4C=CC=CC=4)[CH2:15][CH2:14]3)[O:10][CH2:9][CH2:8][C:7]=2[CH:26]=1.[F:29][C:30]1[CH:35]=[CH:34][C:33]([CH:36]([C:41]2[CH:46]=[CH:45][C:44]([F:47])=[CH:43][CH:42]=2)[CH2:37][CH2:38][CH2:39]Cl)=[CH:32][CH:31]=1.[C:48](=[O:51])([O-:50])[O-].[K+].[K+].[OH2:54]>CN(C)C=O>[C:9]([OH:10])(=[O:54])/[CH:8]=[CH:7]\[C:48]([OH:50])=[O:51].[F:29][C:30]1[CH:35]=[CH:34][C:33]([CH:36]([C:41]2[CH:46]=[CH:45][C:44]([F:47])=[CH:43][CH:42]=2)[CH2:37][CH2:38][CH2:39][N:16]2[CH2:17][CH2:18][N:13]([CH2:12][CH:11]3[C:6]4[CH:5]=[C:4]([O:27][CH3:28])[C:3]([O:2][CH3:1])=[CH:26][C:7]=4[CH2:8][CH2:9][O:10]3)[CH2:14][CH2:15]2)=[CH:32][CH:31]=1 |f:2.3.4,7.8|. Procedure: A mixture of 8 g of 1-[(3,4-dihydro-6,7-dimethoxy-1H-2-benzopyran-1-yl)methyl]-4-(phenylmethyl)piperazine, 9.1 g of 1,1-bis(4-fluorophenyl)-4-chlorobutane and 5.6 g of potassium carbonate in 75 ml of dimethylformamide was heated at 90° C. for 2 h. After addition of water the mixture was extracted with diethyl ether, the ether phase was washed, dried and evaporated and the dimaleate prepared as previously described to obtain 5.3 g (36.5%) of 1-[4,4-bis(-4-fluorophenyl)butyl]-4-[(3,4-dihydro-6,7-d... Reactants: O (Water), C(C)(C)(C)OC(C(C)(C)SC=1SC=C(N1)CCNC1=NC=C(C=N1)CC)=O (2-[(4-{2-[(5-ethylpyrimidin-2-yl)amino]ethyl}-1,3-thiazol-2-yl)thio]-2-methylpropionic acid tert-butyl ester), ClCC=1C=CC(=NC1)C1=CC=CC=C1 (5-(chloromethyl)-2-phenylpyridine), CC(C)([O-])C.[K+] (potassium tert-butoxide). The solvent is CN(C=O)C (N,N-dimethylformamide). Conditions: time 3 hour. Yields the product C(C)(C)(C)OC(C(C)(C)SC=1SC=C(N1)CCN(CC=1C=NC(=CC1)C1=CC=CC=C1)C1=NC=C(C=N1)CC)=O (2-{[4-(2-{(5-ethylpyrimidin-2-yl)[(6-phenylpyridin-3-yl)methyl]amino}ethyl)-1,3-thiazol-2-yl]thio}-2-methylpropionic acid tert-butyl ester). Yield: 87.5%. RXN SMILES: [C:1]([O:5][C:6](=[O:27])[C:7]([S:10][C:11]1[S:12][CH:13]=[C:14]([CH2:16][CH2:17][NH:18][C:19]2[N:24]=[CH:23][C:22]([CH2:25][CH3:26])=[CH:21][N:20]=2)[N:15]=1)([CH3:9])[CH3:8])([CH3:4])([CH3:3])[CH3:2].Cl[CH2:29][C:30]1[CH:31]=[CH:32][C:33]([C:36]2[CH:41]=[CH:40][CH:39]=[CH:38][CH:37]=2)=[N:34][CH:35]=1.CC(C)([O-])C.[K+].O>CN(C)C=O>[C:1]([O:5][C:6](=[O:27])[C:7]([S:10][C:11]1[S:12][CH:13]=[C:14]([CH2:16][CH2:17][N:18]([C:19]2[N:20]=[CH:21][C:22]([CH2:25][CH3:26])=[CH:23][N:24]=2)[CH2:29][C:30]2[CH:35]=[N:34][C:33]([C:36]3[CH:37]=[CH:38][CH:39]=[CH:40][CH:41]=3)=[CH:32][CH:31]=2)[N:15]=1)([CH3:9])[CH3:8])([CH3:2])([CH3:3])[CH3:4] |f:2.3|. Procedure details: 2-[(4-{2-[(5-Ethylpyrimidin-2-yl)amino]ethyl}-1,3-thiazol-2-yl)thio]-2-methylpropionic acid tert-butyl ester (600 mg) synthesized in Example 265-1 and 5-(chloromethyl)-2-phenylpyridine (360 mg) synthesized in Reference Example 21 were dissolved in N,N-dimethylformamide (10 mL), potassium tert-butoxide (200 mg) was added thereto, and the mixture was stirred at room temperature for 3 hr. Water was added to the reaction mixture, and the mixture was extracted with ethyl acetate. The organic layer wa... Reactants: ClCCl, O=C(OO)c1cccc(Cl)c1, Clc1ccc2c(c1)C(c1ccccc1)=NCCC2. Product: [O-][N+]1=C(c2ccccc2)c2cc(Cl)ccc2CCC1. As a reaction SMILES: [CH2:30]([Cl:31])[Cl:32].[Cl:19][c:20]1[cH:21][cH:22][cH:23][c:24]([C:25]([O:26][OH:28])=[O:27])[cH:29]1.[Cl:1][c:2]1[cH:3][c:4]2[c:5]([cH:17][cH:18]1)[CH2:6][CH2:7][CH2:8][N:9]=[C:10]2[c:11]1[cH:12][cH:13][cH:14][cH:15][cH:16]1>>[Cl:1][c:2]1[cH:3][c:4]2[c:5]([cH:17][cH:18]1)[CH2:6][CH2:7][CH2:8][N+:9]([O-:27])=[C:10]2[c:11]1[cH:12][cH:13][cH:14][cH:15][cH:16]1.